From a dataset of the Open Reaction Database (ORD), a public repository of structured organic reaction records. describe an organic reaction: reactants, conditions, products, and yield Starting materials: O (water), CC1=NC=CC=C1C (2,3-dimethylpyridine), C([O-])([O-])=O.[Na+].[Na+] (sodium carbonate). The solvent is C(C)(=O)O (acetic acid), OO (hydrogen peroxide), OO (hydrogen peroxide). Reaction conditions: temperature 95 celsius. The product is CC1=[N+](C=CC=C1C)[O-] (2,3-dimethylpyridine N-oxide). As a reaction SMILES: [CH3:1][C:2]1[C:7]([CH3:8])=[CH:6][CH:5]=[CH:4][N:3]=1.O.C(=O)([O-])[O-:11].[Na+].[Na+]>C(O)(=O)C.OO>[CH3:1][C:2]1[C:7]([CH3:8])=[CH:6][CH:5]=[CH:4][N+:3]=1[O-:11] |f:2.3.4|. Procedure details: 71.79 g of 2,3-dimethylpyridine (II) was dissolved in 240 ml of acetic acid, to which 40 ml of 30% hydrogen peroxide solution was added and the resulting mixture was heated at 95° C. for 3 hours. Furthermore, 18 ml of a 30% hydrogen peroxide solution was added to the mixture and heated at 95° C. for 13 hours, and thereafter, 700 ml of water was added thereto and the resulting mixture was neutralized with sodium carbonate and extracted with chloroform. The resulting organic layer was dried over a... Starting materials: C(C)(=O)NC=1C(=C(C(=O)O)C(=C(C1I)NCC(C)=O)I)I (3-acetylamino-5-(acetylmethylamino)-2,4,6-triiodobenzoic acid), C([O-])([O-])=O.[Cs+].[Cs+] (Cesium carbonate). Yields the product C(C)(=O)NC=1C(=C(C(=O)[O-])C(=C(C1I)NCC(C)=O)I)I.[Cs+] (Cesium 3-acetylamino-5-(acetylmethylamino)-2,4,6-triiodobenzoate). Reaction conditions: temperature 50 celsius. Reported procedure: A suspension of 3-acetylamino-5-(acetylmethylamino)-2,4,6-triiodobenzoic acid (50.0 g, 79.62 mmol) in water (170 ml) was stirred and heated to 50° C. Cesium carbonate (12.8 g, 39.81 mmol) in water (20 ml) was added dropwise to the suspension until pH 7 was reached. Water was removed under reduced pressure to give a residue which was washed twice with ethanol and dried at 60° C. for 7 days. Run in O (water), O (water). Reaction SMILES: [C:1]([NH:4][C:5]1[C:6]([I:21])=[C:7]([C:11]([I:20])=[C:12]([NH:15][CH2:16][C:17](=[O:19])[CH3:18])[C:13]=1[I:14])[C:8]([OH:10])=[O:9])(=[O:3])[CH3:2].C(=O)([O-])[O-].[Cs+:26].[Cs+]>O>[C:1]([NH:4][C:5]1[C:6]([I:21])=[C:7]([C:11]([I:20])=[C:12]([NH:15][CH2:16][C:17](=[O:19])[CH3:18])[C:13]=1[I:14])[C:8]([O-:10])=[O:9])(=[O:3])[CH3:2].[Cs+:26] |f:1.2.3,5.6|. Reactants: C([O-])(O)=O.[Na+] (sodium bicarbonate), ClCC=1N=C(SC1)C1=CC=C(C=C1)Cl (4-(chloromethyl)-2-(4-chlorophenyl)-1,3-thiazole), C([O-])(O)=O.[Na+] (sodium bicarbonate), NC1=NC(=C(C(=C1C#N)C=1C=NC(=CC1)NC(C)=O)C#N)S (N-(2′-Amino-3′,5′-dicyano-6′-mercapto-3,4′-bipyridin-6-yl)acetamide). Run in CN(C)C=O (DMF). Reaction conditions: time 8 hour. Product: NC1=NC(=C(C(=C1C#N)C=1C=NC(=CC1)NC(C)=O)C#N)SCC=1N=C(SC1)C1=CC=C(C=C1)Cl (N-[2′-Amino-6′-({[2-(4-chlorophenyl)-1,3-thiazol-4-yl]methyl}thio)-3′,5′-dicyano-3,4′-bipyridin-6-yl]acetamide). RXN SMILES: [NH2:1][C:2]1[C:7]([C:8]#[N:9])=[C:6]([C:10]2[CH:11]=[N:12][C:13]([NH:16][C:17](=[O:19])[CH3:18])=[CH:14][CH:15]=2)[C:5]([C:20]#[N:21])=[C:4]([SH:22])[N:3]=1.Cl[CH2:24][C:25]1[N:26]=[C:27]([C:30]2[CH:35]=[CH:34][C:33]([Cl:36])=[CH:32][CH:31]=2)[S:28][CH:29]=1.C(=O)(O)[O-].[Na+]>CN(C=O)C>[NH2:1][C:2]1[C:7]([C:8]#[N:9])=[C:6]([C:10]2[CH:11]=[N:12][C:13]([NH:16][C:17](=[O:19])[CH3:18])=[CH:14][CH:15]=2)[C:5]([C:20]#[N:21])=[C:4]([S:22][CH2:24][C:25]2[N:26]=[C:27]([C:30]3[CH:35]=[CH:34][C:33]([Cl:36])=[CH:32][CH:31]=3)[S:28][CH:29]=2)[N:3]=1 |f:2.3|. Procedure: 15 mg (0.03 mmol) of the compound from example 20A are dissolved in 0.7 ml of dry DMF, and 10 mg (0.04 mmol) of 4-(chloromethyl)-2-(4-chlorophenyl)-1,3-thiazole and 11 mg (0.14 mmol) of sodium bicarbonate are added. The reaction mixture is stirred at RT for 8 h. The mixture is then poured into 2 ml of saturated aqueous sodium bicarbonate solution, and the aqueous phase is extracted three times with in each case 5 ml of ethyl acetate. The combined organic phases are dried over magnesium sulphate,... The reactants are S1CC(=CCC1)C(=O)[O-] (5,6-dihydro-2H-thiopyran-3-carboxylate), dioxide, CO (methanol). The reagents and catalysts are [Pd].C (Pd charcoal). The product is S1CC(=CC=C1)C(=O)OC (methyl 2H-thiopyran-3-carboxylate). Isolated yield 96.0%. As a reaction SMILES: [S:1]1[CH2:6][CH2:5][CH:4]=[C:3]([C:7]([O-:9])=[O:8])[CH2:2]1.[CH3:10]O>[Pd].C>[S:1]1[CH:6]=[CH:5][CH:4]=[C:3]([C:7]([O:9][CH3:10])=[O:8])[CH2:2]1 |f:2.3|. Procedure: A solution of 832 mg (4.37 mmole) of 5,6-dihydro-2H-thiopyran-3-carboxylate, 1,1 dioxide from part D in methanol (40 mL) was hydrogenated in the presence of 400 mg (50% wt) of 10% Pd/charcoal for 4 hrs. at room temperature and 50 psig of H2. The catalyst was removed by vacuum filtration through a short plug of packed celite and the solvent removed in vacuo to give 802 mg (96%) of methyl 2H-thiopyran-3-carboxylate, 1,1-dioxide as a white solid; mass spectrum m/z=193 (CI,M+H)